This data is from the Open Reaction Database (ORD), a public repository of structured organic reaction records. The task is: describe an organic reaction: reactants, conditions, products, and yield The reactants are F[B-](F)(F)F, CCN(C(C)C)C(C)C, COc1ccc(-c2nocc2C(=O)O)cc1, c1cncc(C2CCNC2)c1, CN(C)C=O, CN(C)C(On1nnc2ccccc21)=[N+](C)C. Product: COc1ccc(-c2nocc2C(=O)N2CCC(c3cccnc3)C2)cc1. As a reaction SMILES: [B-:26]([F:27])([F:28])([F:29])[F:30].[CH2:17]([N:18]([CH:19]([CH3:20])[CH3:21])[CH:22]([CH3:23])[CH3:24])[CH3:25].[CH3:1][O:2][c:3]1[cH:4][cH:5][c:6](-[c:9]2[n:10][o:11][cH:12][c:13]2[C:14](=[O:15])[OH:16])[cH:7][cH:8]1.[NH:48]1[CH2:49][CH:50]([c:53]2[cH:54][n:55][cH:56][cH:57][cH:58]2)[CH2:51][CH2:52]1.[O:59]=[CH:60][N:61]([CH3:62])[CH3:63].[n:31]1([O:32][C:33]([N:34]([CH3:35])[CH3:36])=[N+:37]([CH3:38])[CH3:39])[c:40]2[cH:41][cH:42][cH:43][cH:44][c:45]2[n:46][n:47]1>>[CH3:1][O:2][c:3]1[cH:4][cH:5][c:6](-[c:9]2[n:10][o:11][cH:12][c:13]2[C:14](=[O:16])[N:48]2[CH2:49][CH:50]([c:53]3[cH:54][n:55][cH:56][cH:57][cH:58]3)[CH2:51][CH2:52]2)[cH:7][cH:8]1. The reactants are Br, CCOC(=O)CCC(=O)c1ccc(OC)cc1. The product is CCOC(=O)CCC(=O)c1ccc(O)cc1. RXN SMILES: [BrH:18].[CH2:1]([CH3:2])[O:3][C:4]([CH2:5][CH2:6][C:7](=[O:8])[c:9]1[cH:10][cH:11][c:12]([O:15][CH3:16])[cH:13][cH:14]1)=[O:17]>>[CH2:1]([CH3:2])[O:3][C:4]([CH2:5][CH2:6][C:7](=[O:8])[c:9]1[cH:10][cH:11][c:12]([OH:15])[cH:13][cH:14]1)=[O:17].